From a dataset of the Open Reaction Database (ORD), a public repository of structured organic reaction records. describe an organic reaction: reactants, conditions, products, and yield Starting materials: [Na] (Sodium), C(C)OC(=O)[C@H]1[C@H](CCC1)C1=CNC2=CC=C(C=C12)C#N (cis-2-(5-cyanoindol-3-yl)-cyclopentanecarboxylic acid ethyl ester). Solvent: CO (methanol), CO (methanol). The product is COC(=O)[C@H]1[C@@H](CCC1)C1=CNC2=CC=C(C=C12)C#N (trans-2-(5-Cyano-1H-indol-3-yl)-cyclopentanecarboxylic acid methyl ester). As a reaction SMILES: [Na].[CH2:2]([O:4][C:5]([C@@H:7]1[CH2:11][CH2:10][CH2:9][C@@H:8]1[C:12]1[C:20]2[C:15](=[CH:16][CH:17]=[C:18]([C:21]#[N:22])[CH:19]=2)[NH:14][CH:13]=1)=[O:6])C>CO>[CH3:2][O:4][C:5]([C@@H:7]1[CH2:11][CH2:10][CH2:9][C@H:8]1[C:12]1[C:20]2[C:15](=[CH:16][CH:17]=[C:18]([C:21]#[N:22])[CH:19]=2)[NH:14][CH:13]=1)=[O:6] |^1:0|. Procedure: Sodium metal (13.5 g, 556 mMol) was carefully added portion-wise to anhydrous methanol (400 mL). A solution of cis-2-(5-cyanoindol-3-yl)-cyclopentanecarboxylic acid ethyl ester (33.1 g, 117 mMol) in methanol (100 mL) was added over 5 minutes. The mixture was heated at a gentle reflux for 18 hours, carefully quenched with water, and evaporated in vacuo. The residue was dissolved ethyl acetate (600 mL), washed with saturated sodium chloride (100 mL), dried over sodium sulfate, and concentrated in ... The reactants are COc1ccccc1I, CC(C)C(=O)Nc1cccc(C2CCN(Cc3ccc4[nH]ccc4c3)CC2)c1. Yields the product COc1ccccc1-n1ccc2cc(CN3CCC(c4cccc(NC(=O)C(C)C)c4)CC3)ccc21. As a reaction SMILES: [CH3:1][O:2][c:3]1[cH:4][cH:5][cH:6][cH:7][c:8]1[I:9].[nH:10]1[cH:11][cH:12][c:13]2[cH:14][c:15]([CH2:19][N:20]3[CH2:21][CH2:22][CH:23]([c:26]4[cH:27][c:28]([NH:32][C:33]([CH:34]([CH3:35])[CH3:36])=[O:37])[cH:29][cH:30][cH:31]4)[CH2:24][CH2:25]3)[cH:16][cH:17][c:18]12>>[CH3:1][O:2][c:3]1[cH:4][cH:5][cH:6][cH:7][c:8]1-[n:10]1[cH:11][cH:12][c:13]2[cH:14][c:15]([CH2:19][N:20]3[CH2:21][CH2:22][CH:23]([c:26]4[cH:27][c:28]([NH:32][C:33]([CH:34]([CH3:35])[CH3:36])=[O:37])[cH:29][cH:30][cH:31]4)[CH2:24][CH2:25]3)[cH:16][cH:17][c:18]12. Reactants: CCCC[Sn](CCCC)(CCCC)c1ccco1, CC(C)(C)OC(=O)n1ncc2c(Cl)nc(N)nc21, CN(C)C=O, Cl[Pd]Cl, c1ccc(P(c2ccccc2)c2ccccc2)cc1, c1ccc(P(c2ccccc2)c2ccccc2)cc1. Yields the product CC(C)(C)OC(=O)n1ncc2c(-c3ccco3)nc(N)nc21. RXN SMILES: [CH2:19]([Sn:20]([CH2:21][CH2:22][CH2:23][CH3:29])([c:24]1[o:25][cH:26][cH:27][cH:28]1)[CH2:30][CH2:31][CH2:32][CH3:33])[CH2:34][CH2:35][CH3:36].[NH2:1][c:2]1[n:3][c:4]([Cl:18])[c:5]2[c:6]([n:7]1)[n:8]([C:11](=[O:12])[O:13][C:14]([CH3:15])([CH3:16])[CH3:17])[n:9][cH:10]2.[O:37]=[CH:38][N:39]([CH3:40])[CH3:41].[Pd:42]([Cl:43])[Cl:44].[c:45]1([P:46]([c:47]2[cH:48][cH:49][cH:50][cH:51][cH:52]2)[c:53]2[cH:54][cH:55][cH:56][cH:57][cH:58]2)[cH:59][cH:60][cH:61][cH:62][cH:63]1.[c:64]1([P:65]([c:66]2[cH:67][cH:68][cH:69][cH:70][cH:71]2)[c:72]2[cH:73][cH:74][cH:75][cH:76][cH:77]2)[cH:78][cH:79][cH:80][cH:81][cH:82]1>>[NH2:1][c:2]1[n:3][c:4](-[c:24]2[o:25][cH:26][cH:27][cH:28]2)[c:5]2[c:6]([n:7]1)[n:8]([C:11](=[O:12])[O:13][C:14]([CH3:15])([CH3:16])[CH3:17])[n:9][cH:10]2. Starting materials: C(C1=CC=CC=C1)OC(=O)CON=C(C(=O)OC(C)(C)C)C(C)=O (tert-butyl 2-benzyloxycarbonylmethoxyimino-3-oxobutyrate), B(F)(F)F.CCOCC (boron trifluoride diethyl etherate), Br.[NH+]1=CC=CC=C1 (pyridinium hydrobromide), O (water). Run in O1CCCC1 (tetrahydrofuran). Reaction conditions: time 6 hour. The product is C(C1=CC=CC=C1)OC(=O)CON=C(C(=O)O)C(CBr)=O (2-benzyloxycarbonylmethoxyimino-4-bromo-3-oxobutyric acid). As a reaction SMILES: [CH2:1]([O:8][C:9]([CH2:11][O:12][N:13]=[C:14]([C:22](=[O:24])[CH3:23])[C:15]([O:17]C(C)(C)C)=[O:16])=[O:10])[C:2]1[CH:7]=[CH:6][CH:5]=[CH:4][CH:3]=1.B(F)(F)F.CCOCC.[BrH:34].[NH+]1C=CC=CC=1.O>O1CCCC1>[CH2:1]([O:8][C:9]([CH2:11][O:12][N:13]=[C:14]([C:22](=[O:24])[CH2:23][Br:34])[C:15]([OH:17])=[O:16])=[O:10])[C:2]1[CH:7]=[CH:6][CH:5]=[CH:4][CH:3]=1 |f:1.2,3.4|. Procedure details: To a solution of tert-butyl 2-benzyloxycarbonylmethoxyimino-3-oxobutyrate (2.0 g) in dry tetrahydrofuran (20 ml) were added boron trifluoride diethyl etherate (3.0 ml) and pyridinium hydrobromide perbromide (3.0 g) at ambient temperature, followed by stirring for 6 hours. The reaction mixture was poured into water (50 ml) and then extracted twice with ethyl acetate (70 ml). The combined extracts were washed with 10% hydrochloric acid and then a saturated aqueous sodium chloride, followed by dryi... Reactants: Cc1coc(-c2ccc(OCCNC(=O)OCc3ccccc3)cc2)n1, CO. The product is Cc1coc(-c2ccc(OCCN)cc2)n1. As a reaction SMILES: [CH2:1]([O:2][C:3](=[O:4])[NH:10][CH2:11][CH2:12][O:13][c:14]1[cH:15][cH:16][c:17](-[c:20]2[o:21][cH:22][c:23]([CH3:25])[n:24]2)[cH:18][cH:19]1)[c:5]1[cH:6][cH:7][cH:8][cH:9][cH:26]1.[CH3:27][OH:28]>>[NH2:10][CH2:11][CH2:12][O:13][c:14]1[cH:15][cH:16][c:17](-[c:20]2[o:21][cH:22][c:23]([CH3:25])[n:24]2)[cH:18][cH:19]1. Starting materials: CN(C)C=O, O=c1[nH]c2ccc(CO)cc2[nH]1. Product: O=Cc1ccc2[nH]c(=O)[nH]c2c1. Reaction SMILES: [O:13]=[CH:14][N:15]([CH3:16])[CH3:17].[O:1]=[c:2]1[nH:3][c:4]2[c:5]([nH:6]1)[cH:7][cH:8][c:9]([CH2:11][OH:12])[cH:10]2>>[O:1]=[c:2]1[nH:3][c:4]2[c:5]([nH:6]1)[cH:7][cH:8][c:9]([CH:11]=[O:12])[cH:10]2. Starting materials: C(C)(=O)C1=CC=C(C(C(=O)OC)=C1)O (5-acetylsalicylic acid, methyl ester), BrCCCC=C (5-bromopentene), BrCCCC=C (5-bromo-1-pentene), 6.83, C([O-])([O-])=O.[K+].[K+] (potassium carbonate). Reagents/catalysts: [I-].[K+] (potassium iodide). Solvent: CN(C=O)C (N,N-dimethylformamide). Reaction conditions: time 24 hour. Product: C(C)(=O)C=1C=CC(=C(C(=O)OC)C1)OCCCC=C (5-acetyl-2-(4-pentenyloxy)benzoic acid, methyl ester). Isolated yield 95.3%. As a reaction SMILES: [C:1]([C:4]1[CH:13]=[C:8]([C:9]([O:11][CH3:12])=[O:10])[C:7]([OH:14])=[CH:6][CH:5]=1)(=[O:3])[CH3:2].Br[CH2:16][CH2:17][CH2:18][CH:19]=[CH2:20].C(=O)([O-])[O-].[K+].[K+]>CN(C)C=O.[I-].[K+]>[C:1]([C:4]1[CH:5]=[CH:6][C:7]([O:14][CH2:20][CH2:19][CH2:18][CH:17]=[CH2:16])=[C:8]([CH:13]=1)[C:9]([O:11][CH3:12])=[O:10])(=[O:3])[CH3:2] |f:2.3.4,6.7|. Procedure details: Under dry condition, 3.58 g (18.41 mmol) of 5-acetylsalicylic acid, methyl ester is dissolved in 25 mL of dry N,N-dimethylformamide. To this solution is added 3.07 g (20.58 mmol) of 5-bromo-1-pentene, 6.83 (20.58 mmol) of potassium carbonate, and 0.246 g (1.65 mmol) of potassium iodide, and the reaction mixture is stirred for 24 hours at ambient temperature. Another portion of 5-bromopentene is added to the reaction, followed by one-half portions of the other two reagents above, and stirring is ... Reactants: BrC1=CC=C(C(=O)Cl)C=C1 (4-bromobenzoyl chloride), Cl (hydrochloric acid), N1CCNCC1 (piperazine), [OH-].[Na+] (sodium hydroxide), Cl (hydrochloric acid). The solvent is O1CCCC1 (tetrahydrofuran), O (water), CO (methanol). Run at temperature 20 celsius, time 30 minute. The product is Cl.BrC1=CC=C(C(=O)N2CCNCC2)C=C1 (1-(4-bromobenzoyl)piperazine hydrochloride), needles. The yield is 79.0%. Reaction SMILES: Cl.[NH:2]1[CH2:7][CH2:6][NH:5][CH2:4][CH2:3]1.[Br:8][C:9]1[CH:17]=[CH:16][C:12]([C:13]([Cl:15])=[O:14])=[CH:11][CH:10]=1.[OH-].[Na+]>O.O1CCCC1.CO>[ClH:15].[Br:8][C:9]1[CH:17]=[CH:16][C:12]([C:13]([N:2]2[CH2:7][CH2:6][NH:5][CH2:4][CH2:3]2)=[O:14])=[CH:11][CH:10]=1 |f:3.4,8.9|. Procedure details: With ice cooling, 100 mL (1.2 mol) of concentrated hydrochloric acid was added in portions to a solution of 100.0 g (1.16 mol) of piperazine in water (200 mL)-methanol (300 ml) and the mixture was stirred for 30 minutes. To the resulting solution was added dropwise a solution of 127.4 g (0.58 mol) of 4-bromobenzoyl chloride in tetrahydrofuran (300 mL) over about 40 minutes, and the mixture was stirred for 30 minutes. The reaction mixture was concentrated under reduced pressure to remove tetrahyd... The product is CCCCc1nc(Cl)c(CO)[nH]1. Starting materials: CCCCc1ncc(CO)[nH]1, CCOC, O=C1CCC(=O)N1Cl, C1CCOC1. As a reaction SMILES: [CH2:1]([CH2:2][CH2:3][CH3:4])[c:5]1[nH:6][c:7]([CH2:10][OH:11])[cH:8][n:9]1.[CH3:25][O:26][CH2:27][CH3:28].[Cl:12][N:13]1[C:14](=[O:15])[CH2:16][CH2:17][C:18]1=[O:19].[O:20]1[CH2:21][CH2:22][CH2:23][CH2:24]1>>[CH2:1]([CH2:2][CH2:3][CH3:4])[c:5]1[nH:6][c:7]([CH2:10][OH:11])[c:8]([Cl:12])[n:9]1. Starting materials: C(C)(=O)OC(C)=O (acetic anhydride), O[C@H]1[C@H](C(OC=2C1=C1N(C3=CC=C4C(=C3C(C1=C(C2)OC)=O)C=CC=C4)C)(C)C)O ((±)-Cis-1,2-Dihydroxy-6-methoxy-3,3,14-trimethyl-1,2,3,14-tetrahydro-7H-benzo[a]pyrano[3,2-h]acridin-7-one). Run in N1=CC=CC=C1 (pyridine). Reaction conditions: time 3 hour. The product is C(C)(=O)OC1C(C2=C3N(C4=CC=C5C(=C4C(C3=C(C=C2OC1(C)C)OC)=O)C=CC=C5)C)O (1-Hydroxy-6-methoxy-3,3,14-trimethyl-7-oxo-2,3,7,14-tetrahydro-1H-benzo[α]pyrano[3,2-h]acridin-2-yl acetate). As a reaction SMILES: [C:1](OC(=O)C)(=[O:3])[CH3:2].[OH:8][C@@H:9]1[C:14]2=[C:15]3[C:24](=[C:25]([O:27][CH3:28])[CH:26]=[C:13]2[O:12][C:11]([CH3:36])([CH3:35])[C@@H:10]1[OH:37])[C:23](=[O:29])[C:22]1[C:17](=[CH:18][CH:19]=[C:20]2[CH:33]=[CH:32][CH:31]=[CH:30][C:21]2=1)[N:16]3[CH3:34]>N1C=CC=CC=1>[C:1]([O:37][CH:10]1[C:11]([CH3:35])([CH3:36])[O:12][C:13]2[C:14](=[C:15]3[C:24](=[C:25]([O:27][CH3:28])[CH:26]=2)[C:23](=[O:29])[C:22]2[C:17](=[CH:18][CH:19]=[C:20]4[CH:33]=[CH:32][CH:31]=[CH:30][C:21]4=2)[N:16]3[CH3:34])[CH:9]1[OH:8])(=[O:3])[CH3:2]. Reported procedure: 2.2 mmol of acetic anhydride are added to a solution, cooled to 0° C., of 2 mmol of the compound of Example 4 in 5 ml of anhydrous pyridine. After stirring at ambient temperature for 3 hours, the reaction mixture is concentrated under reduced pressure. Chromatography over silica gel (dichloromethane, and then dichloromethane/methanol: 99/1) allows the expected product to be isolated.